The task is: describe an organic reaction: reactants, conditions, products, and yield. This data is from the Open Reaction Database (ORD), a public repository of structured organic reaction records. Reactants: [Li+].C[Si](C)(C)[N-][Si](C)(C)C (LiHMDS), ClC=1C=C(C=CC1C(F)(F)F)C1=C(N=CO1)C (5-(3-chloro-4-(trifluoromethyl)phenyl)-4-methyloxazole), ClC(C(Cl)(Cl)Cl)(Cl)Cl (hexachloroethane). Solvent: C1CCOC1 (THF). Reaction conditions: time 45 minute. Yields the product ClC=1OC(=C(N1)C)C1=CC(=C(C=C1)C(F)(F)F)Cl (2-chloro-5-(3-chloro-4-(trifluoromethyl)phenyl)-4-methyloxazole). The yield is 87.9%. RXN SMILES: [Li+].C[Si]([N-][Si](C)(C)C)(C)C.[Cl:11][C:12]1[CH:13]=[C:14]([C:22]2[O:26][CH:25]=[N:24][C:23]=2[CH3:27])[CH:15]=[CH:16][C:17]=1[C:18]([F:21])([F:20])[F:19].[Cl:28]C(Cl)(Cl)C(Cl)(Cl)Cl>C1COCC1>[Cl:28][C:25]1[O:26][C:22]([C:14]2[CH:15]=[CH:16][C:17]([C:18]([F:19])([F:21])[F:20])=[C:12]([Cl:11])[CH:13]=2)=[C:23]([CH3:27])[N:24]=1 |f:0.1|. Reported procedure: LiHMDS (1.0 M in THF, 13 ml, 13 mmol) was added slowly via syringe to a solution of Example 45B (3.04 g, 11.6 mmol) in THF (50 mL) at −78° C. The solution was stirred 45 min, and then solid hexachloroethane (4.13 g, 17.4 mmol) was added in one portion. The reaction was allowed to proceed for 12 hr with gradual warming to ambient temperature. The reaction was quenched with half-saturated aq NH4Cl solution, and the product was extracted with Et2O. The combined organic extract was washed with brine... Reactants: CSC1NC(=O)N(C)C(=O)N1N=C(C)C, CCO, Cc1ccc(S(=O)(=O)O)cc1. The product is CSC1NC(=O)N(C)C(=O)N1N. As a reaction SMILES: [CH3:1][N:2]1[C:3](=[O:15])[N:4]([N:11]=[C:12]([CH3:13])[CH3:14])[CH:5]([S:9][CH3:10])[NH:6][C:7]1=[O:8].[CH3:27][CH2:28][OH:29].[c:16]1([CH3:17])[cH:18][cH:19][c:20]([S:21]([OH:22])(=[O:23])=[O:24])[cH:25][cH:26]1>>[CH3:1][N:2]1[C:3](=[O:15])[N:4]([NH2:11])[CH:5]([S:9][CH3:10])[NH:6][C:7]1=[O:8]. Reactants: CCOCC, Cn1ccnc1, ClCCCl, FC(F)(F)c1cccc(CBr)c1. Yields the product [Br-], C[n+]1ccn(Cc2cccc(C(F)(F)F)c2)c1. As a reaction SMILES: [CH3:19][CH2:20][O:21][CH2:22][CH3:23].[CH3:1][n:2]1[cH:3][n:4][cH:5][cH:6]1.[Cl:24][CH2:25][CH2:26][Cl:27].[F:7][C:8]([c:9]1[cH:10][c:11]([CH2:12][Br:13])[cH:14][cH:15][cH:16]1)([F:17])[F:18]>>[Br-:13].[CH3:1][n+:2]1[cH:3][n:4]([CH2:12][c:11]2[cH:10][c:9]([C:8]([F:7])([F:17])[F:18])[cH:16][cH:15][cH:14]2)[cH:5][cH:6]1. The reactants are ClCC1=NC2=CC=C(C=C2C(N1)=O)C (2-chloromethyl-6-methyl-3H-quina-zolin-4-one), P(=O)(Cl)(Cl)Cl (phosphorus oxychloride). Run in C(Cl)(Cl)Cl (chloroform), CN(C1=CC=C(C=C1)C)C (N,N,4-trimethylaniline). The product is ClC1=NC(=NC2=CC=C(C=C12)C)CCl (4-chloro-2-(chloromethyl)-6-methylquinazoline). RXN SMILES: [Cl:1][CH2:2][C:3]1[NH:12][C:11](=O)[C:10]2[C:5](=[CH:6][CH:7]=[C:8]([CH3:14])[CH:9]=2)[N:4]=1.P(Cl)(Cl)([Cl:17])=O>C(Cl)(Cl)Cl.CN(C)C1C=CC(C)=CC=1>[Cl:17][C:11]1[C:10]2[C:5](=[CH:6][CH:7]=[C:8]([CH3:14])[CH:9]=2)[N:4]=[C:3]([CH2:2][Cl:1])[N:12]=1. Procedure: 2. 114.1 g of 2-chloromethyl-6-methyl-3H-quina-zolin-4-one are dissolved in 1.11 of chloroform and 120 ml of N,N,4-trimethylaniline, treated with 53 ml of phosphorus oxychloride and heated at reflux temperature for 20 h. The reaction mixture is evaporated in a vacuum. The residue is dissolved in 1.0 l of ethyl acetate and washed in succession with 2N hydrochloric acid, water, saturated aqueous sodium hydrogen carbonate solution and saturated aqueous sodium chloride solution. The organic extracts... Starting materials: CC(C)(C)OC(=O)N(CCc1cccc(C#C[Si](C)(C)C)c1)Cc1ccc(C(C)(C)C)cc1, CCCC[N+](CCCC)(CCCC)CCCC, C1CCOC1, [F-]. Yields the product C#Cc1cccc(CCN(Cc2ccc(C(C)(C)C)cc2)C(=O)OC(C)(C)C)c1. RXN SMILES: [C:1]([CH3:2])([CH3:3])([CH3:4])[O:5][C:6]([N:7]([CH2:8][CH2:9][c:10]1[cH:11][c:12]([C:16]#[C:17][Si:18]([CH3:19])([CH3:20])[CH3:21])[cH:13][cH:14][cH:15]1)[CH2:22][c:23]1[cH:24][cH:25][c:26]([C:29]([CH3:30])([CH3:31])[CH3:32])[cH:27][cH:28]1)=[O:33].[CH2:35]([N+:36]([CH2:37][CH2:38][CH2:39][CH3:40])([CH2:41][CH2:42][CH2:43][CH3:44])[CH2:45][CH2:46][CH2:47][CH3:48])[CH2:49][CH2:50][CH3:51].[CH2:52]1[O:53][CH2:54][CH2:55][CH2:56]1.[F-:34]>>[C:1]([CH3:2])([CH3:3])([CH3:4])[O:5][C:6]([N:7]([CH2:8][CH2:9][c:10]1[cH:11][c:12]([C:16]#[CH:17])[cH:13][cH:14][cH:15]1)[CH2:22][c:23]1[cH:24][cH:25][c:26]([C:29]([CH3:30])([CH3:31])[CH3:32])[cH:27][cH:28]1)=[O:33]. The reactants are FC(C=1C=C(C=CC1)C=1C(C(CC1N)CCC)=O)(F)F (2-(3-trifluoromethylphenyl)-3-amino-5-propyl-2-cyclopentenone), [OH-].[Na+] (sodium hydroxide), S(=O)(=O)(OCC)OCC (diethyl sulfate). The reagents and catalysts are [Cl-].C(C1=CC=CC=C1)[N+](CC)(CC)CC (benzyltriethylammonium chloride). The solvent is C(Cl)Cl (methylene chloride). The product is FC(C=1C=C(C=CC1)C=1C(C(CC1NCC)CCC)=O)(F)F (2-(3-Trifluoromethylphenyl)-3-Ethylamino-5-PropyI-2-Cyclopentenone). RXN SMILES: [F:1][C:2]([F:20])([F:19])[C:3]1[CH:4]=[C:5]([C:9]2[C:10](=[O:18])[CH:11]([CH2:15][CH2:16][CH3:17])[CH2:12][C:13]=2[NH2:14])[CH:6]=[CH:7][CH:8]=1.[OH-].[Na+].S(OCC)(O[CH2:27][CH3:28])(=O)=O>[Cl-].C([N+](CC)(CC)CC)C1C=CC=CC=1.C(Cl)Cl>[F:1][C:2]([F:19])([F:20])[C:3]1[CH:4]=[C:5]([C:9]2[C:10](=[O:18])[CH:11]([CH2:15][CH2:16][CH3:17])[CH2:12][C:13]=2[NH:14][CH2:27][CH3:28])[CH:6]=[CH:7][CH:8]=1 |f:1.2,4.5|. Reported procedure: In this example, a mixture containing 8.0 g of 2-(3-trifluoromethylphenyl)-3-amino-5-propyl-2-cyclopentenone; 3.0 g of aqueous 50 wt % sodium hydroxide; 6.4 g of benzyltriethylammonium chloride; and 5.0 ml of diethyl sulfate in 70 ml of methylene chloride was stirred at room temperature for about 1 hour and then warmed to, and stirred at reflux for about 15 to 20 minutes. The mixture was cooled to room temperature and successively washed three times with water, twice with aqueous 1N hydrochloric... The reactants are COc1ccc(CCCCNC(=O)N2CCC(Nc3ccc(CCNCC(O)COc4ccc(O[Si](c5ccccc5)(c5ccccc5)C(C)(C)C)cc4)cc3)CC2)cc1OC, CO, ClC(Cl)Cl. Product: COc1ccc(CCCCNC(=O)N2CCC(Nc3ccc(CCNCC(O)COc4ccc(O)cc4)cc3)CC2)cc1OC. As a reaction SMILES: [C:1]([Si:2]([c:3]1[cH:4][cH:5][cH:51][cH:52][cH:53]1)([O:6][c:7]1[cH:8][cH:9][c:10]([O:11][CH2:12][CH:13]([CH2:14][NH:15][CH2:16][CH2:17][c:18]2[cH:19][cH:20][c:21]([NH:22][CH:23]3[CH2:24][CH2:25][N:26]([C:29](=[O:30])[NH:31][CH2:32][CH2:33][CH2:34][CH2:35][c:36]4[cH:37][c:38]([O:44][CH3:45])[c:39]([O:42][CH3:43])[cH:40][cH:41]4)[CH2:27][CH2:28]3)[cH:46][cH:47]2)[OH:48])[cH:49][cH:50]1)[c:54]1[cH:55][cH:56][cH:57][cH:58][cH:59]1)([CH3:60])([CH3:61])[CH3:62].[CH3:63][OH:64].[CH:65]([Cl:66])([Cl:67])[Cl:68]>>[OH:6][c:7]1[cH:8][cH:9][c:10]([O:11][CH2:12][CH:13]([CH2:14][NH:15][CH2:16][CH2:17][c:18]2[cH:19][cH:20][c:21]([NH:22][CH:23]3[CH2:24][CH2:25][N:26]([C:29](=[O:30])[NH:31][CH2:32][CH2:33][CH2:34][CH2:35][c:36]4[cH:37][c:38]([O:44][CH3:45])[c:39]([O:42][CH3:43])[cH:40][cH:41]4)[CH2:27][CH2:28]3)[cH:46][cH:47]2)[OH:48])[cH:49][cH:50]1. The reactants are C(C)(=O)O (acetic acid), S(O)(O)(=O)=O (sulfuric acid), NC1=C2C(C(=CN(C2=C(C(=C1F)F)OC(F)F)C1CC1)C(=O)OCC)=O (ethyl 5-amino-1-cyclopropyl-8-difluoromethoxy-6,7-difluoro-1,4-dihydro-4-oxoquinoline-3-carboxylate). Solvent: O (water), O (Water). Reaction conditions: time 1 hour. Product: NC1=C2C(C(=CN(C2=C(C(=C1F)F)OC(F)F)C1CC1)C(=O)O)=O (5-amino-1-cyclopropyl-8-difluoromethoxy-6,7-difluoro-1,4-dihydro-4-oxoquinoline-3-carboxylic acid). The yield is 90.3%. As a reaction SMILES: [NH2:1][C:2]1[C:11]([F:12])=[C:10]([F:13])[C:9]([O:14][CH:15]([F:17])[F:16])=[C:8]2[C:3]=1[C:4](=[O:26])[C:5]([C:21]([O:23]CC)=[O:22])=[CH:6][N:7]2[CH:18]1[CH2:20][CH2:19]1.C(O)(=O)C.S(=O)(=O)(O)O>O>[NH2:1][C:2]1[C:11]([F:12])=[C:10]([F:13])[C:9]([O:14][CH:15]([F:16])[F:17])=[C:8]2[C:3]=1[C:4](=[O:26])[C:5]([C:21]([OH:23])=[O:22])=[CH:6][N:7]2[CH:18]1[CH2:20][CH2:19]1. Reported procedure: A suspension of 3.58 g (0.0096 moles) of ethyl 5-amino-1-cyclopropyl-8-difluoromethoxy-6,7-difluoro-1,4-dihydro-4-oxoquinoline-3-carboxylate [(XXII), R1 =--OCHF2, R17 =C2H5, X=F] [prepared as described in step (f) or (f') above], 21 ml of acetic acid, 2.8 ml of concentrated sulfuric acid and 15 ml of water was heated under reflux, with stirring, for 1 hour, after which it was cooled by allowing it to stand. Water was then added to the reaction mixture, and the insoluble materials were removed by... Starting materials: BrC=1C=NC=2N(C1)N=C(C2)C(=O)O (6-bromo-pyrazolo[1,5-a]pyrimidine-2-carboxylic acid), CC1NCCC2=C3C(=CC=C12)OC=C3 (6-Methyl-6,7,8,9-tetrahydro-furo[3,2-f]isoquinoline). Yields the product BrC=1C=NC=2N(C1)N=C(C2)C(=O)N2C(C1=CC=C3C(=C1CC2)C=CO3)C ((6-Bromo-pyrazolo[1,5-a]pyrimidin-2-yl)-(6-methyl-8,9-dihydro-6H-furo[3,2-f]isoquinolin-7-yl)-methanone). RXN SMILES: [Br:1][C:2]1[CH:3]=[N:4][C:5]2[N:6]([N:8]=[C:9]([C:11]([OH:13])=O)[CH:10]=2)[CH:7]=1.[CH3:14][CH:15]1[C:24]2[C:19](=[C:20]3[CH:27]=[CH:26][O:25][C:21]3=[CH:22][CH:23]=2)[CH2:18][CH2:17][NH:16]1>>[Br:1][C:2]1[CH:3]=[N:4][C:5]2[N:6]([N:8]=[C:9]([C:11]([N:16]3[CH2:17][CH2:18][C:19]4[C:24](=[CH:23][CH:22]=[C:21]5[O:25][CH:26]=[CH:27][C:20]5=4)[CH:15]3[CH3:14])=[O:13])[CH:10]=2)[CH:7]=1. Reported procedure: In close analogy to the procedure described in Example 1, 6-bromo-pyrazolo[1,5-a]pyrimidine-2-carboxylic acid is reacted with 6-Methyl-6,7,8,9-tetrahydro-furo[3,2-f]isoquinoline to provide the title compound in moderate yield. The reactants are C[Al](C)C, ClCCl, Nc1ccc(I)cc1F, CC(C)(C)OC(=O)NC1CCOC1=O. Product: CC(C)(C)OC(=O)NC(CCO)C(=O)Nc1ccc(I)cc1F. As a reaction SMILES: [CH3:10][Al:11]([CH3:12])[CH3:13].[Cl:28][CH2:29][Cl:30].[F:1][c:2]1[c:3]([NH2:4])[cH:5][cH:6][c:7]([I:9])[cH:8]1.[O:14]=[C:15]1[O:16][CH2:17][CH2:18][CH:19]1[NH:20][C:21]([O:22][C:23]([CH3:24])([CH3:25])[CH3:26])=[O:27]>>[F:1][c:2]1[c:3]([NH:4][C:15](=[O:14])[CH:19]([CH2:18][CH2:17][OH:16])[NH:20][C:21]([O:22][C:23]([CH3:24])([CH3:25])[CH3:26])=[O:27])[cH:5][cH:6][c:7]([I:9])[cH:8]1.